This data is from the Open Reaction Database (ORD), a public repository of structured organic reaction records. The task is: describe an organic reaction: reactants, conditions, products, and yield The reactants are C(O)([O-])=O.[Na+] (sodium hydrogencarbonate), C1(\C=C/C(=O)O1)=O (maleic anhydride), ClC1=C(C=C(C=C1)[N+](=O)[O-])S(=O)[O-].[Na+] (sodium 2-chloro-5-nitrobenzenesulphinate), solid, C(O)([O-])=O.[Na+] (sodium hydrogen carbonate), C1(\C=C/C(=O)O1)=O (maleic anhydride). Run in O (water). Run at temperature 100 celsius, time 5 hour. Product: ClC1=C(C=C(C=C1)[N+](=O)[O-])S(=O)(=O)CCC(=O)O (3-(2-chloro-5-nitrophenylsulphonyl)-propionic acid). Yield: 80.9%. RXN SMILES: [Cl:1][C:2]1[CH:7]=[CH:6][C:5]([N+:8]([O-:10])=[O:9])=[CH:4][C:3]=1[S:11]([O-:13])=[O:12].[Na+].C(=O)([O-])O.[Na+].C1(=O)[O:25][C:23](=[O:24])[CH:22]=[CH:21]1>O>[Cl:1][C:2]1[CH:7]=[CH:6][C:5]([N+:8]([O-:10])=[O:9])=[CH:4][C:3]=1[S:11]([CH2:21][CH2:22][C:23]([OH:25])=[O:24])(=[O:13])=[O:12] |f:0.1,2.3|. Procedure details: 36 g of sodium 2-chloro-5-nitrobenzenesulphinate, 12.6 g of solid sodium hydrogen carbonate and 22.5 g of maleic anhydride are heated at 100° C. in 250 ml of water for 3 hours. After cooling down, a further 12.6 g of sodium hydrogencarbonate and 22.5 g of maleic anhydride are then added. After a further 5 hours of stirring at 100° C., the cooled, weakly acid reaction mixture is filtered with suction. The filter is cake at 50° C. in 300 ml of water, and the suspension is cooled down to 20° C. and...